From a dataset of the Open Reaction Database (ORD), a public repository of structured organic reaction records. describe an organic reaction: reactants, conditions, products, and yield RXN SMILES: [I:1]Cl.[F:3][S:4]([OH:7])(=[O:6])=[O:5].[F:8][C:9]([F:13])=[C:10]([F:12])[F:11]>>[S:4]([F:3])([O:7][C:10]([F:12])([F:11])[C:9]([I:1])([F:13])[F:8])(=[O:6])=[O:5]. Procedure: Into a 1-liter pressure reactor was charged a mixture of iodine monochloride (162.5 g, 1.0 mol) and fluorosulfonic acid (110 g, 1.1 mol). The reactor was cooled and tetrafluoroethylene (120 g, 1.2 mol) was added. After the addition of TFE was complete, the reaction mixture was heated at 100° C. for 10 hr. The cooled mixture was then slowly poured into a large amount of ice with stirring. The lower layer was separated, washed with dilute NaHSO3 solution and water and dried over MgSO4. Distillatio... Isolated yield 66.0%. The product is S(=O)(=O)(OC(C(F)(F)I)(F)F)F (2-Iodo-1,1,2,2-tetrafluoroethyl Fluorosulfate). Reaction conditions: temperature 100 celsius. Starting materials: ICl (iodine monochloride), FS(=O)(=O)O (fluorosulfonic acid), FC(=C(F)F)F (tetrafluoroethylene). Starting materials: N1=CC=C(C=C1)N1CCNCC1 (1-(4-pyridyl)piperazine), BrC1=NC=C(C=C1)Br (2,5-dibromopyridine), O (water). The solvent is CO (methanol). Reaction conditions: temperature 200 celsius. Yields the product BrC=1C=CC(=NC1)N1CCN(CC1)C1=CC=NC=C1 (1-(5-bromo-2-pyridyl)-4-(4-pyridyl)piperazine). Yield: 50.3%. Reaction SMILES: [N:1]1[CH:6]=[CH:5][C:4]([N:7]2[CH2:12][CH2:11][NH:10][CH2:9][CH2:8]2)=[CH:3][CH:2]=1.Br[C:14]1[CH:19]=[CH:18][C:17]([Br:20])=[CH:16][N:15]=1.O>CO>[Br:20][C:17]1[CH:18]=[CH:19][C:14]([N:10]2[CH2:9][CH2:8][N:7]([C:4]3[CH:5]=[CH:6][N:1]=[CH:2][CH:3]=3)[CH2:12][CH2:11]2)=[N:15][CH:16]=1. Procedure: A mixture of 1-(4-pyridyl)piperazine (3.26 g, 20 mmol) and 2,5-dibromopyridine (2.36 g) was heated gradually on an oil bath up to 200° C. At approximately 150° C. a clear, slightly coloured melt was obtained and at approximately 180° C. a vigorous reaction set in which caused the melt to darken markedly. The now-dark melt was heated at 200° C. for 10 minutes then allowed to cool to room temperature. The solid reaction mixture was dissolved in methanol (100 mL) and poured into water (100-150 mL).... Starting materials: C(C)OC(=O)C1=CC=C(C=C1)C(C)NNC(=O)OC(C)(C)C (tert-butyl 2-{1-[4-(ethoxycarbonyl)phenyl]ethyl}hydrazinecarboxylate), SiO2, C(=O)(C(F)(F)F)O.C(Cl)Cl (TFA CH2Cl2), C(C1=CC=CC=C1)(=O)Cl (benzoyl chloride), C(C)(C)(C)C1=NC(=CC(=C1)C)C(C)(C)C (2,6-di-tert-butyl-4-methylpyridine). Run in C(Cl)Cl (CH2Cl2). Reaction conditions: temperature -78 celsius, time 3 hour. Yields the product C(C1=CC=CC=C1)(=O)NN[C@H](C)C1=CC=C(C(=O)OCC)C=C1 ((R)-(+)-ethyl 4-[1-(2-benzoylhydrazino)ethyl]benzoate). RXN SMILES: [CH2:1]([O:3][C:4]([C:6]1[CH:11]=[CH:10][C:9]([CH:12]([NH:14][NH:15][C:16]([O:18]C(C)(C)C)=O)[CH3:13])=[CH:8][CH:7]=1)=[O:5])[CH3:2].C(O)(C(F)(F)F)=O.C(Cl)Cl.C(Cl)(=O)[C:34]1[CH:39]=[CH:38][CH:37]=[CH:36][CH:35]=1.C(C1C=C(C)C=C(C(C)(C)C)N=1)(C)(C)C>C(Cl)Cl>[C:16]([NH:15][NH:14][C@@H:12]([C:9]1[CH:8]=[CH:7][C:6]([C:4]([O:3][CH2:1][CH3:2])=[O:5])=[CH:11][CH:10]=1)[CH3:13])(=[O:18])[C:34]1[CH:39]=[CH:38][CH:37]=[CH:36][CH:35]=1 |f:1.2|. Reported procedure: Thus the slow moving enantiomer tert-butyl 2-{1-[4-(ethoxycarbonyl)phenyl]ethyl}hydrazinecarboxylate (0.74 g, 2.42 mmol) from a chiral separation as described above was treated with TFA/CH2Cl2 (1:1, 10 mL) for 1 h at r.t. The reaction was concentrated on a rotovap and the residual TFA was removed by co-evaporation from toluene. The resulting ethyl 4-(1-hydrazinoethyl)benzoate was then dissolved in CH2Cl2 (15 mL) and cooled to −78° C. A solution of benzoyl chloride (365 μL, 3.15 mmol) and 2,6-di-... Reactants: [Al+3], O=C1OCC(Cc2ccccc2)N1C(=O)C1CCC(F)(F)CC1COCc1ccccc1, C1CCOC1, SCc1ccccc1, [Li]CCCC, [H-], [H-], [H-], [H-], [Li+], O. Product: OCC1CCC(F)(F)CC1COCc1ccccc1. Reaction SMILES: [Al+3:47].[CH2:14]([CH:15]1[CH2:16][O:17][C:18](=[O:19])[N:20]1[C:27](=[O:28])[CH:29]1[CH:30]([CH2:37][O:38][CH2:39][c:40]2[cH:41][cH:42][cH:43][cH:44][cH:45]2)[CH2:31][C:32]([F:35])([F:36])[CH2:33][CH2:34]1)[c:21]1[cH:22][cH:23][cH:24][cH:25][cH:26]1.[CH2:52]1[O:53][CH2:54][CH2:55][CH2:56]1.[CH2:6]([SH:7])[c:8]1[cH:9][cH:10][cH:11][cH:12][cH:13]1.[CH3:1][CH2:2][CH2:3][CH2:4][Li:5].[H-:46].[H-:49].[H-:50].[H-:51].[Li+:48].[OH2:57]>>[CH2:27]([OH:28])[CH:29]1[CH:30]([CH2:37][O:38][CH2:39][c:40]2[cH:41][cH:42][cH:43][cH:44][cH:45]2)[CH2:31][C:32]([F:35])([F:36])[CH2:33][CH2:34]1. The reactants are [OH-].[Na+] (sodium hydroxide), C[C@](COS(=O)(=O)C1=CC=C(C)C=C1)(CCCC(CCCC(CCCC(C)C)C)C)O ((2R,6RS,10RS)-2,6,10,14-tetramethyl-1-tosyloxy-2-pentadecanol), O (water). Run in C(C)O (ethanol). Reaction conditions: time 16 hour. Product: O1C[C@]1(CCCC(CCCC(CCCC(C)C)C)C)C ((2R,6RS,10RS)-1,2-epoxy-2,6,10,14-tetramethylpentadecane). RXN SMILES: [CH3:1][C@@:2]([OH:31])([CH2:15][CH2:16][CH2:17][CH:18]([CH3:30])[CH2:19][CH2:20][CH2:21][CH:22]([CH3:29])[CH2:23][CH2:24][CH2:25][CH:26]([CH3:28])[CH3:27])[CH2:3]OS(C1C=CC(C)=CC=1)(=O)=O.[OH-].[Na+].O>C(O)C>[O:31]1[C@:2]([CH3:1])([CH2:15][CH2:16][CH2:17][CH:18]([CH3:30])[CH2:19][CH2:20][CH2:21][CH:22]([CH3:29])[CH2:23][CH2:24][CH2:25][CH:26]([CH3:27])[CH3:28])[CH2:3]1 |f:1.2|. Procedure details: 1.52 g (3.3 mmol) of (2R,6RS,10RS)-2,6,10,14-tetramethyl-1-tosyloxy-2-pentadecanol were dissolved in 20 ml of ethanol. 2 ml of sodium hydroxide solution (50%) were then added and the mixture was stirred for 16 hours. Subsequently, 50 ml of water were added and the mixture was stirred up with HYFLO. The suspension was then filtered and washed with water. The residue was triturated with diethyl ether, dried over sodium sulphate, filtered and concentrated. There was obtained (2R,6RS,10RS)-1,2-epoxy... Starting materials: C1=CC=CC=C1 (benzene), C1=CC=CC2=CC=CC=C12 (naphthalene), N1=CC=CC=C1 (pyridine), C1(=CC=CC=C1)C (toluene), C=1(C(=CC=CC1)C)C (xylene). Product: N1=CC=CC2=CC=CC=C12 (quinoline). Reaction SMILES: [CH:1]1[CH:6]=[CH:5][CH:4]=[CH:3][CH:2]=1.C1(C)C=CC=CC=1.C1(C)C(C)=CC=CC=1.C1C2C(=CC=CC=2)C=CC=1.[N:32]1C=C[CH:35]=[CH:34][CH:33]=1>>[N:32]1[C:6]2[C:1](=[CH:2][CH:3]=[CH:4][CH:5]=2)[CH:35]=[CH:34][CH:33]=1. Procedure details: As the aromatic, low-boiling solvent, use may be made of any solvents having a boiling point of not more than 250° C., which includes benzene, toluene, xylene, pyridine, raw naphthalene oil, gas light oil, tar light oil and a mixture thereof. The reason why the boiling point of the solvent is limited to not more than 250° C. is based on the facts that such a solvent is easy to be recovered from the solution after the removal of the insoluble matter and that high molecular weight components corre... Reactants: N1N=CC(=C1)B(O)O (1H-pyrazol-4-ylboronic acid), BrC1=C(C=2C(=NC(=CC2NS(=O)(=O)C)C)S1)C1=CC(=CC=C1)OC (N-{2-bromo-6-methyl-3-[3-(methyloxy)phenyl]thieno[2,3-b]pyridin-4-yl}methanesulfonamide), N1N=CC(=C1)B(O)O (1H-pyrazol-4-ylboronic acid), C([O-])([O-])=O.[K+].[K+] (potassium carbonate). The reagents and catalysts are C=1C=CC(=CC1)[P](C=2C=CC=CC2)(C=3C=CC=CC3)[Pd]([P](C=4C=CC=CC4)(C=5C=CC=CC5)C=6C=CC=CC6)([P](C=7C=CC=CC7)(C=8C=CC=CC8)C=9C=CC=CC9)[P](C=1C=CC=CC1)(C=1C=CC=CC1)C=1C=CC=CC1 (tetrakis(triphenylphosphine)palladium(0)), C=1C=CC(=CC1)[P](C=2C=CC=CC2)(C=3C=CC=CC3)[Pd]([P](C=4C=CC=CC4)(C=5C=CC=CC5)C=6C=CC=CC6)([P](C=7C=CC=CC7)(C=8C=CC=CC8)C=9C=CC=CC9)[P](C=1C=CC=CC1)(C=1C=CC=CC1)C=1C=CC=CC1 (tetrakis(triphenylphosphine)palladium(0)). The solvent is O1CCOCC1 (1,4-dioxane), O (water). Run at temperature 130 celsius. The product is CC1=CC(=C2C(=N1)SC(=C2C2=CC(=CC=C2)OC)C=2C=NNC2)NS(=O)(=O)C (N-[6-Methyl-3-[3-(methyloxy)phenyl]-2-(1H-pyrazol-4-yl)thieno[2,3-b]pyridin-4-yl]methanesulfonamide). The yield is 34.1%. As a reaction SMILES: Br[C:2]1[S:16][C:5]2=[N:6][C:7]([CH3:15])=[CH:8][C:9]([NH:10][S:11]([CH3:14])(=[O:13])=[O:12])=[C:4]2[C:3]=1[C:17]1[CH:22]=[CH:21][CH:20]=[C:19]([O:23][CH3:24])[CH:18]=1.[NH:25]1[CH:29]=[C:28](B(O)O)[CH:27]=[N:26]1.C(=O)([O-])[O-].[K+].[K+]>O1CCOCC1.O.C1C=CC([P]([Pd]([P](C2C=CC=CC=2)(C2C=CC=CC=2)C2C=CC=CC=2)([P](C2C=CC=CC=2)(C2C=CC=CC=2)C2C=CC=CC=2)[P](C2C=CC=CC=2)(C2C=CC=CC=2)C2C=CC=CC=2)(C2C=CC=CC=2)C2C=CC=CC=2)=CC=1>[CH3:15][C:7]1[N:6]=[C:5]2[S:16][C:2]([C:28]3[CH:29]=[N:25][NH:26][CH:27]=3)=[C:3]([C:17]3[CH:22]=[CH:21][CH:20]=[C:19]([O:23][CH3:24])[CH:18]=3)[C:4]2=[C:9]([NH:10][S:11]([CH3:14])(=[O:13])=[O:12])[CH:8]=1 |f:2.3.4,^1:49,51,70,89|. Procedure details: To a suspension of N-{2-bromo-6-methyl-3-[3-(methyloxy)phenyl]thieno[2,3-b]pyridin-4-yl}methanesulfonamide (Example 97) (109 mg, 0.255 mmol), 1H-pyrazol-4-ylboronic acid (60 mg, 0.536 mmol) and potassium carbonate (118 mg, 0.854 mmol) in 1,4-dioxane (1.5 mL) and water (0.6 mL), was added tetrakis(triphenylphosphine)palladium(0) (31 mg, 0.027 mmol). The reaction mixture was heated at 130° C. in a microwave reactor for 1 h, followed by the addition of another portion of 1H-pyrazol-4-ylboronic acid...